This data is from the Open Reaction Database (ORD), a public repository of structured organic reaction records. The task is: describe an organic reaction: reactants, conditions, products, and yield The reactants are O[C@H](C(=O)OC)[C@H](C1[N@](C1)[C@H](C)C1=CC=CC=C1)O ((2S,3S)-methyl 2,3-dihydroxy-3-((R)-1-((R)-1-phenylethyl)aziridin-2-yl)propanoate), CS(=O)(=O)N (methanesulfonamide). Solvent: CC(C)(C)O.O (t-BuOH H2O). Conditions: time 24 hour. The product is O[C@@H](C(=O)OCC)[C@H](C1[N@](C1)[C@H](C)C1=CC=CC=C1)O ((2R,3S)-Ethyl 2,3-dihydroxy-3-((R)-1-((R)-1-phenylethyl)aziridin-2-yl)propanoate). As a reaction SMILES: [OH:1][C@@H:2]([C@@H:7]([OH:19])[CH:8]1[CH2:10][N@@:9]1[C@@H:11]([C:13]1[CH:18]=[CH:17][CH:16]=[CH:15][CH:14]=1)[CH3:12])[C:3]([O:5][CH3:6])=[O:4].[CH3:20]S(N)(=O)=O>CC(O)(C)C.O>[OH:1][C@H:2]([C@@H:7]([OH:19])[CH:8]1[CH2:10][N@@:9]1[C@@H:11]([C:13]1[CH:14]=[CH:15][CH:16]=[CH:17][CH:18]=1)[CH3:12])[C:3]([O:5][CH2:6][CH3:20])=[O:4] |f:2.3|. Procedure: To a solution of (2S,3S)-methyl 2,3-dihydroxy-3-((R)-1-((R)-1-phenylethyl)aziridin-2-yl)propanoate (3.3 g, 13.3 mmol) in t-BuOH/H2O (60 mL, 0.2 M/60 mL, 0.2 M) were added AD-mix α (33 g, 1000 w/w %) and methanesulfonamide (1.9 g, 19.9 mmol, 1.5 equiv) at 0° C. The reaction mixture was stirred for 24 hrs and quenched with water. The aqueous layer was extracted with ethyl acetate and the combined organic layer was washed with brine, dried over MgSO4, filtered through a pad of celite, and concentra... The reactants are CCN(CC)c1ccccc1, COc1ccc(OC(=O)Cl)cc1, ClCCl. The product is COc1ccc(OC(N)=O)cc1. Reaction SMILES: [CH2:1]([N:3]([CH2:2][CH3:4])[c:5]1[cH:6][cH:7][cH:8][cH:9][cH:10]1)[CH3:11].[Cl:12][C:13](=[O:14])[O:15][c:16]1[cH:17][cH:18][c:19]([O:22][CH3:23])[cH:20][cH:21]1.[Cl:24][CH2:25][Cl:26]>>[NH2:3][C:13](=[O:14])[O:15][c:16]1[cH:17][cH:18][c:19]([O:22][CH3:23])[cH:20][cH:21]1. The reactants are CCS(=O)c1cnc(Nc2cnc(OC)c(F)c2)c(-c2nc(C)nc(N(Cc3ccc(OC)cc3)Cc3ccc(OC)cc3)n2)c1, CO, C1COCCO1, O. Yields the product CCS(=O)(=O)c1cnc(Nc2cnc(OC)c(F)c2)c(-c2nc(C)nc(N(Cc3ccc(OC)cc3)Cc3ccc(OC)cc3)n2)c1. As a reaction SMILES: [CH2:1]([CH3:2])[S:3](=[O:4])[c:5]1[cH:6][c:7](-[c:21]2[n:22][c:23]([N:28]([CH2:29][c:30]3[cH:31][cH:32][c:33]([O:36][CH3:37])[cH:34][cH:35]3)[CH2:38][c:39]3[cH:40][cH:41][c:42]([O:45][CH3:46])[cH:43][cH:44]3)[n:24][c:25]([CH3:27])[n:26]2)[c:8]([NH:11][c:12]2[cH:13][n:14][c:15]([O:19][CH3:20])[c:16]([F:18])[cH:17]2)[n:9][cH:10]1.[CH3:48][OH:49].[O:50]1[CH2:51][CH2:52][O:53][CH2:54][CH2:55]1.[OH2:47]>>[CH2:1]([CH3:2])[S:3](=[O:4])([c:5]1[cH:6][c:7](-[c:21]2[n:22][c:23]([N:28]([CH2:29][c:30]3[cH:31][cH:32][c:33]([O:36][CH3:37])[cH:34][cH:35]3)[CH2:38][c:39]3[cH:40][cH:41][c:42]([O:45][CH3:46])[cH:43][cH:44]3)[n:24][c:25]([CH3:27])[n:26]2)[c:8]([NH:11][c:12]2[cH:13][n:14][c:15]([O:19][CH3:20])[c:16]([F:18])[cH:17]2)[n:9][cH:10]1)=[O:47]. Starting materials: Cl.NO (hydroxylamine hydrochloride), C(=O)(C(F)(F)F)O (TFA), O=S1(CCC(C2=C1C=CC=C2)C2=CC=C(C(=O)N[C@H]1[C@H](C[C@]3(CCCO3)C1)C(=O)OC)C=C2)=O (Methyl (5R,7S,8R)-8-{[4-(1,1-dioxido-3,4-dihydro-2H-1-benzothiopyran-4-yl)benzoyl]amino}-1-oxaspiro[4.4]nonane-7-carboxylate), 33f. Solvent: CO (methanol), C[O-].[Na+] (sodium methoxide). Reaction conditions: time 1 hour. Yields the product C(=O)(C(F)(F)F)O (TFA), O=S1(CCC(C2=C1C=CC=C2)C2=CC=C(C(=O)N[C@H]1[C@H](C[C@]3(CCCO3)C1)C(=O)NO)C=C2)=O ((5R,7S,8R)-8-{[4-(1,1-dioxido-3,4-dihydro-2H-1-benzothiopyran-4-yl)benzoyl]amino}-N-hydroxy-1-oxaspiro[4.4]nonane-7-carboxamide). Yield: 37.0%. RXN SMILES: [O:1]=[S:2]1(=[O:34])[C:7]2[CH:8]=[CH:9][CH:10]=[CH:11][C:6]=2[CH:5]([C:12]2[CH:33]=[CH:32][C:15]([C:16]([NH:18][C@@H:19]3[CH2:27][C@:22]4([O:26][CH2:25][CH2:24][CH2:23]4)[CH2:21][C@@H:20]3[C:28](OC)=[O:29])=[O:17])=[CH:14][CH:13]=2)[CH2:4][CH2:3]1.[C:35]([OH:41])([C:37]([F:40])([F:39])[F:38])=[O:36].Cl.[NH2:43][OH:44]>CO.C[O-].[Na+]>[C:35]([OH:41])([C:37]([F:40])([F:39])[F:38])=[O:36].[O:34]=[S:2]1(=[O:1])[C:7]2[CH:8]=[CH:9][CH:10]=[CH:11][C:6]=2[CH:5]([C:12]2[CH:33]=[CH:32][C:15]([C:16]([NH:18][C@@H:19]3[CH2:27][C@:22]4([O:26][CH2:25][CH2:24][CH2:23]4)[CH2:21][C@@H:20]3[C:28]([NH:43][OH:44])=[O:29])=[O:17])=[CH:14][CH:13]=2)[CH2:4][CH2:3]1 |f:2.3,5.6|. Procedure: Methyl (5R,7S,8R)-8-{[4-(1,1-dioxido-3,4-dihydro-2H-1-benzothiopyran-4-yl)benzoyl]amino}-1-oxaspiro[4.4]nonane-7-carboxylate from reaction 33f (0.165 mmol) was dissolved in a solution of hydroxylamine hydrochloride, methanol and sodium methoxide, (2 mL) under nitrogen atmosphere at room temperature. The reaction was stirred for 1 h, made neutral with TFA, concentrated and purified by HPLC on a C-18 column eluting with an acetonitrile:water:TFA gradient, to give the title compound (0.03 g, 37%) a... As a reaction SMILES: [CH3:35][N:36]([CH3:37])[CH:38]=[O:39].[ClH:21].[H-:19].[Na+:20].[Na+:30].[OH:31][C:32](=[O:33])[O-:34].[c:22]1([CH2:28][Cl:29])[cH:23][cH:24][cH:25][cH:26][n:27]1.[o:1]1[c:2](-[c:6]2[cH:7][c:8]3[c:9]([n:10][cH:11][c:12]([S:14](=[O:15])(=[O:16])[CH3:17])[cH:13]3)[nH:18]2)[cH:3][cH:4][cH:5]1>>[o:1]1[c:2](-[c:6]2[cH:7][c:8]3[c:9]([n:10][cH:11][c:12]([S:14](=[O:15])(=[O:16])[CH3:17])[cH:13]3)[n:18]2[CH2:28][c:22]2[cH:23][cH:24][cH:25][cH:26][n:27]2)[cH:3][cH:4][cH:5]1. Yields the product CS(=O)(=O)c1cnc2c(c1)cc(-c1ccco1)n2Cc1ccccn1. Reactants: CN(C)C=O, Cl, [H-], [Na+], [Na+], O=C([O-])O, ClCc1ccccn1, CS(=O)(=O)c1cnc2[nH]c(-c3ccco3)cc2c1.